Dataset: the Open Reaction Database (ORD), a public repository of structured organic reaction records. Task: describe an organic reaction: reactants, conditions, products, and yield The reactants are C(C1=CC=CC=C1)N(O)CC1=CC=CC=C1 (dibenzylhydroxylamine), CC(C)([O-])C.[K+] (potassium-tert-butoxide), C(C)(C)(CC(C)(C)C)NC(C=C)=O (N-tert-octylacrylamide). Run in O1CCCC1 (tetrahydrofuran). The product is C(C)(C)(CC(C)(C)C)NC(CCON(CC1=CC=CC=C1)CC1=CC=CC=C1)=O (N-tert-octyl-[3-(N,N-dibenzylaminoxy)-propionamide]). Reaction SMILES: [CH2:1]([N:8]([CH2:10][C:11]1[CH:16]=[CH:15][CH:14]=[CH:13][CH:12]=1)[OH:9])[C:2]1[CH:7]=[CH:6][CH:5]=[CH:4][CH:3]=1.CC(C)([O-])C.[K+].[C:23]([NH:31][C:32](=[O:35])[CH:33]=[CH2:34])([CH2:26][C:27]([CH3:30])([CH3:29])[CH3:28])([CH3:25])[CH3:24]>O1CCCC1>[C:23]([NH:31][C:32](=[O:35])[CH2:33][CH2:34][O:9][N:8]([CH2:1][C:2]1[CH:3]=[CH:4][CH:5]=[CH:6][CH:7]=1)[CH2:10][C:11]1[CH:16]=[CH:15][CH:14]=[CH:13][CH:12]=1)([CH2:26][C:27]([CH3:28])([CH3:29])[CH3:30])([CH3:24])[CH3:25] |f:1.2|. Procedure: The procedure of Example I is repeated using 23.31 g of dibenzylhydroxylamine, 1.23 g of potassium-tert-butoxide and 20.0 g of N-tert-octylacrylamide in 100 ml of dry tetrahydrofuran to afford the title compound as a white crystalline solid: mp 96°-98° C.